From a dataset of the Open Reaction Database (ORD), a public repository of structured organic reaction records. describe an organic reaction: reactants, conditions, products, and yield Starting materials: COC(=O)CCCCCCCCCCCCCCCNc1ccc(C#N)cc1, CCO, Cl, [K+], [OH-], O. Product: N#Cc1ccc(NCCCCCCCCCCCCCCCC(=O)O)cc1. Reaction SMILES: [C:1](=[O:2])([O:3][CH3:4])[CH2:5][CH2:6][CH2:7][CH2:8][CH2:9][CH2:10][CH2:11][CH2:12][CH2:13][CH2:14][CH2:15][CH2:16][CH2:17][CH2:18][CH2:19][NH:20][c:21]1[cH:22][cH:23][c:24]([C:25]#[N:26])[cH:27][cH:28]1.[CH3:31][CH2:32][OH:33].[ClH:34].[K+:30].[OH-:29].[OH2:35]>>[C:1](=[O:2])([OH:3])[CH2:5][CH2:6][CH2:7][CH2:8][CH2:9][CH2:10][CH2:11][CH2:12][CH2:13][CH2:14][CH2:15][CH2:16][CH2:17][CH2:18][CH2:19][NH:20][c:21]1[cH:22][cH:23][c:24]([C:25]#[N:26])[cH:27][cH:28]1. Starting materials: O=c1[nH]cccc1C1OC(CO)C(O)C1O, ClCCl, [I-], I, [K+], [Na+], [Na+], O=C([O-])[O-]. Product: O=c1[nH]cc(I)cc1C1OC(CO)C(O)C1O. As a reaction SMILES: [CH:1]1([c:10]2[c:11](=[O:16])[nH:12][cH:13][cH:14][cH:15]2)[CH:2]([OH:3])[CH:4]([OH:5])[CH:6]([CH2:8][OH:9])[O:7]1.[Cl:26][CH2:27][Cl:28].[I-:19].[I:17].[K+:18].[Na+:20].[Na+:21].[O-:22][C:23](=[O:24])[O-:25]>>[CH:1]1([c:10]2[c:11](=[O:16])[nH:12][cH:13][c:14]([I:19])[cH:15]2)[CH:2]([OH:3])[CH:4]([OH:5])[CH:6]([CH2:8][OH:9])[O:7]1. Reactants: C(=O)C1=CC=C(O1)C(=O)OCC (ethyl 5-formyl-furan-2-carboxylate), C1(=CC=CC=C1)CCCN (3-phenylpropylamine). Yields the product C1(=CC=CC=C1)CCCNCC1=CC=C(O1)C(=O)OCC (ethyl 5-{[(3-phenylpropyl)amino]methyl}-2-furoate). Reaction SMILES: [CH:1]([C:3]1[O:7][C:6]([C:8]([O:10][CH2:11][CH3:12])=[O:9])=[CH:5][CH:4]=1)=O.[C:13]1([CH2:19][CH2:20][CH2:21][NH2:22])[CH:18]=[CH:17][CH:16]=[CH:15][CH:14]=1>>[C:13]1([CH2:19][CH2:20][CH2:21][NH:22][CH2:1][C:3]2[O:7][C:6]([C:8]([O:10][CH2:11][CH3:12])=[O:9])=[CH:5][CH:4]=2)[CH:18]=[CH:17][CH:16]=[CH:15][CH:14]=1. Procedure: Subsequently, ethyl 5-{[(3-phenylpropyl)amino]methyl}-2-furoate (0.64 g) was prepared from ethyl 5-formyl-furan-2-carboxylate (500 mg) and 3-phenylpropylamine (0.85 mL) in the same manner as in Preparation Example 52.